From a dataset of the Open Reaction Database (ORD), a public repository of structured organic reaction records. describe an organic reaction: reactants, conditions, products, and yield The reactants are CSC(NCCO)=S (N-(2-hydroxyethyl)dithiocarbamic acid methyl ester), C(C(C)C)OC=C (isobutoxyethylene), O.C1(=CC=C(C=C1)S(=O)(=O)O)C (toluene-p-sulfonic acid monohydrate). Run in C(C)N(CC)CC (triethylamine). Conditions: time 30 minute. The product is CSC(NCCC(C)OCC(C)C)=S (N-[2-(1-isobutoxyethyl)ethyl]dithiocarbamic acid methyl ester). The yield is 95.0%. Reaction SMILES: [CH3:1][S:2][C:3](=[S:8])[NH:4][CH2:5][CH2:6]O.[CH2:9]([O:13][CH:14]=[CH2:15])[CH:10]([CH3:12])[CH3:11].O.C1(C)C=CC(S(O)(=O)=O)=CC=1>C(N(CC)CC)C>[CH3:1][S:2][C:3](=[S:8])[NH:4][CH2:5][CH2:6][CH:14]([O:13][CH2:9][CH:10]([CH3:12])[CH3:11])[CH3:15] |f:2.3|. Procedure details: To a mixture of N-(2-hydroxyethyl)dithiocarbamic acid methyl ester (1.513 g) and isobutoxyethylene (2.59 ml) is added toluene-p-sulfonic acid monohydrate (9.5 mg). After stirring for 30 minutes, triethylamine (8 μl) is added to the mixture, and the resulting solution is concentrated under reduced pressure to give N-[2-(1-isobutoxyethyl)ethyl]dithiocarbamic acid methyl ester (3.2 g). Yield: 95%. The reactants are C(C)(C)(C)OC(NCCN1CCCC2=C(C=NC=C12)C=1C=C2CCC(N(C2=CC1)C)=O)=O ({2-[5-(1-Methyl-2-oxo-1,2,3,4-tetrahydro-quinolin-6-yl)-3,4-dihydro-2H-[1,7]naphthyridin-1-yl]-ethyl}-carbamic acid tert-butyl ester), Cl (HCl), O1CCOCC1 (dioxane). Run in CO (MeOH). The product is Cl.NCCN1CCCC2=C(C=NC=C12)C=1C=C2CCC(N(C2=CC1)C)=O (6-[1-(2-Amino-ethyl)-1,2,3,4-tetrahydro-[1,7]naphthyridin-5-yl]-1-methyl-3,4-dihydro-1H-quinolin-2-one hydrochloride). Isolated yield 70.0%. Reaction SMILES: C(OC(=O)[NH:7][CH2:8][CH2:9][N:10]1[C:19]2[C:14](=[C:15]([C:20]3[CH:21]=[C:22]4[C:27](=[CH:28][CH:29]=3)[N:26]([CH3:30])[C:25](=[O:31])[CH2:24][CH2:23]4)[CH:16]=[N:17][CH:18]=2)[CH2:13][CH2:12][CH2:11]1)(C)(C)C.[ClH:33].O1CCOCC1>CO>[ClH:33].[NH2:7][CH2:8][CH2:9][N:10]1[C:19]2[C:14](=[C:15]([C:20]3[CH:21]=[C:22]4[C:27](=[CH:28][CH:29]=3)[N:26]([CH3:30])[C:25](=[O:31])[CH2:24][CH2:23]4)[CH:16]=[N:17][CH:18]=2)[CH2:13][CH2:12][CH2:11]1 |f:4.5|. Procedure: To a solution of {2-[5-(1-methyl-2-oxo-1,2,3,4-tetrahydro-quinolin-6-yl)-3,4-dihydro-2H-[1,7]naphthyridin-1-yl]-ethyl}-carbamic acid tert-butyl ester (example 11, 0.06 g, 0.137 mmol) in MeOH (1 mL) was added 4M HCl in dioxane (0.137 mL, 0.550 mmol) and the reaction mixture was stirred at room temperature over night. Then, the reaction mixture was evaporated to dryness and the solid residue was triturated in diethyl ether, filtered off and further dried on the high vacuum to give the title compou... The reactants are C(C)(C)(C)NS(=O)(=O)C=1SC(=CC1)C1=NC=CC(=C1)C1=NC(=CC(=N1)C1=CC=C(C=C1)Cl)C(F)(F)F (5-{4-[4-(4-chloro-phenyl)-6-trifluoromethyl-pyrimidin-2-yl]-pyridin-2-yl}-thiophene-2-sulfonic acid tert-butyl amide), C(=O)(C(F)(F)F)O (TFA). The solvent is ClCCl (dichloromethane). Reaction conditions: time 15 hour. The product is ClC1=CC=C(C=C1)C1=NC(=NC(=C1)C(F)(F)F)C1=CC(=NC=C1)C1=CC=C(S1)S(=O)(=O)N (5-{4-[4-(4-Chloro-phenyl)-6-trifluoromethyl-pyrimidin-2-yl]-pyridin-2-yl}-thiophene-2-sulfonic acid amide). The yield is 57.9%. RXN SMILES: C([NH:5][S:6]([C:9]1[S:10][C:11]([C:14]2[CH:19]=[C:18]([C:20]3[N:25]=[C:24]([C:26]4[CH:31]=[CH:30][C:29]([Cl:32])=[CH:28][CH:27]=4)[CH:23]=[C:22]([C:33]([F:36])([F:35])[F:34])[N:21]=3)[CH:17]=[CH:16][N:15]=2)=[CH:12][CH:13]=1)(=[O:8])=[O:7])(C)(C)C.C(O)(C(F)(F)F)=O>ClCCl>[Cl:32][C:29]1[CH:28]=[CH:27][C:26]([C:24]2[CH:23]=[C:22]([C:33]([F:34])([F:35])[F:36])[N:21]=[C:20]([C:18]3[CH:17]=[CH:16][N:15]=[C:14]([C:11]4[S:10][C:9]([S:6]([NH2:5])(=[O:7])=[O:8])=[CH:13][CH:12]=4)[CH:19]=3)[N:25]=2)=[CH:31][CH:30]=1. Procedure details: To a cooled and stirred solution of 5-{4-[4-(4-chloro-phenyl)-6-trifluoromethyl-pyrimidin-2-yl]-pyridin-2-yl}-thiophene-2-sulfonic acid tert-butyl amide (0.25 g) in dichloromethane (6 mL) was added TFA (6 mL) and the reaction mixture was allowed to stir at room temperature for 15 h. The mixture was evaporated to dryness and purified by flash chromatography (heptane/ethyl acetate) and crystallization (THF/hexane) to yield the title compound as a white solid (0.13 g, 26%). MS (ISN) 495.2 [(M−H)−];...